Task: describe an organic reaction: reactants, conditions, products, and yield. Dataset: the Open Reaction Database (ORD), a public repository of structured organic reaction records Reactants: ClC1=CC2=C(C(=N1)O[C@H](C)[C@@H]1CC(N(C1)[C@H](C)C1=CC=C(C=C1)OC)=O)N(C(=N2)C)COCC[Si](C)(C)C ((R)-4-((R)-1-(6-chloro-2-methyl-3-((2-(trimethylsilyl)ethoxy)methyl)-3H-imidazo[4,5-c]pyridin-4-yloxy)ethyl)-1-((R)-1-(4-methoxyphenyl)ethyl)pyrrolidin-2-one), COC=1C=C(C=CC1OC)B(O)O (3,4-dimethoxy phenyl boronic acid), C(=O)([O-])[O-].[Cs+].[Cs+] (Cs2CO3), C1COCCO1 (1-4 Dioxane). The reagents and catalysts are PEPPSI″-IPr. Solvent: O (water). Run at temperature 100 celsius. The product is COC=1C=C(C=CC1OC)C1=CC2=C(C(=N1)O[C@H](C)[C@@H]1CC(N(C1)[C@H](C)C1=CC=C(C=C1)OC)=O)N(C(=N2)C)COCC[Si](C)(C)C ((R)-4-((R)-1-(6-(3,4-dimethoxyphenyl)-2-methyl-3-((2-(trimethylsilyl)ethoxy)methyl)-3H-imidazo[4,5-c]pyridin-4-yloxy)ethyl)-1-((R)-1-(4-methoxyphenyl)ethyl)pyrrolidin-2-one). Reaction SMILES: Cl[C:2]1[N:7]=[C:6]([O:8][C@@H:9]([C@H:11]2[CH2:15][N:14]([C@@H:16]([C:18]3[CH:23]=[CH:22][C:21]([O:24][CH3:25])=[CH:20][CH:19]=3)[CH3:17])[C:13](=[O:26])[CH2:12]2)[CH3:10])[C:5]2[N:27]([CH2:31][O:32][CH2:33][CH2:34][Si:35]([CH3:38])([CH3:37])[CH3:36])[C:28]([CH3:30])=[N:29][C:4]=2[CH:3]=1.[CH3:39][O:40][C:41]1[CH:42]=[C:43](B(O)O)[CH:44]=[CH:45][C:46]=1[O:47][CH3:48].C([O-])([O-])=O.[Cs+].[Cs+].C1OCCOC1>O>[CH3:39][O:40][C:41]1[CH:42]=[C:43]([C:2]2[N:7]=[C:6]([O:8][C@@H:9]([C@H:11]3[CH2:15][N:14]([C@@H:16]([C:18]4[CH:19]=[CH:20][C:21]([O:24][CH3:25])=[CH:22][CH:23]=4)[CH3:17])[C:13](=[O:26])[CH2:12]3)[CH3:10])[C:5]3[N:27]([CH2:31][O:32][CH2:33][CH2:34][Si:35]([CH3:38])([CH3:37])[CH3:36])[C:28]([CH3:30])=[N:29][C:4]=3[CH:3]=2)[CH:44]=[CH:45][C:46]=1[O:47][CH3:48] |f:2.3.4|. Procedure: To a (R)-4-((R)-1-(6-chloro-2-methyl-3-((2-(trimethylsilyl)ethoxy)methyl)-3H-imidazo[4,5-c]pyridin-4-yloxy)ethyl)-1-((R)-1-(4-methoxyphenyl)ethyl)pyrrolidin-2-one 2.65B (1 eq), 3,4-dimethoxy phenyl boronic acid (1.3 eq), Cs2CO3 (3.0 eq) and PEPPSI″-IPr catalyst (0.1 eq) was added 1-4 Dioxane and water (2:1) and the reaction was heated to 100° C. for 1 hr. The reaction mixture was concentrated and purified by normal phase chromatography (Hexanes:Acetone 1:1) to afford (R)-4-((R)-1-(6-(3,4-dimetho... The reactants are CCO, C=C1COc2c(F)c(F)cc3c(=O)c(C(=O)OCC)cn1c23, [K+], [OH-]. Yields the product C=C1COc2c(F)c(F)cc3c(=O)c(C(=O)O)cn1c23. Reaction SMILES: [CH3:25][CH2:26][OH:27].[F:1][c:2]1[c:3]([F:22])[c:4]2[c:5]3[n:6]([cH:11][c:12]([C:17](=[O:18])[O:19][CH2:20][CH3:21])[c:13](=[O:16])[c:14]3[cH:15]1)[C:7](=[CH2:10])[CH2:8][O:9]2.[K+:24].[OH-:23]>>[F:1][c:2]1[c:3]([F:22])[c:4]2[c:5]3[n:6]([cH:11][c:12]([C:17](=[O:18])[OH:19])[c:13](=[O:16])[c:14]3[cH:15]1)[C:7](=[CH2:10])[CH2:8][O:9]2. Starting materials: OC1=CC=C(C=C1)N(C1CCN(CC1)[C@@H](CCNC(=O)C=1C(=NC=NC1C)C)C)CC1=CSC=C1 (4,6-Dimethyl-pyrimidine-5-carboxylic acid ((R)-3-{4-[(4-hydroxy-phenyl)-thiophen-3-ylmethyl-amino]-piperidin-1-yl}-butyl)-amide), BrCC(=O)OC (methyl bromoacetate), C(=O)([O-])[O-].[K+].[K+] (K2CO3). The solvent is CN(C)C=O (DMF). Reaction conditions: temperature 80 celsius. Yields the product COC(COC1=CC=C(C=C1)N(CC1=CSC=C1)C1CCN(CC1)[C@@H](CCNC(=O)C=1C(=NC=NC1C)C)C)=O ({4-[(1-{(R)-3-[(4,6-dimethyl-pyrimidine-5-carbonyl)-amino]-1-methyl-propyl}-piperidin-4-yl)-thiophen-3-ylmethyl-amino]-phenoxy}-acetic acid methyl ester). Yield: 43.4%. RXN SMILES: [OH:1][C:2]1[CH:7]=[CH:6][C:5]([N:8]([CH2:30][C:31]2[CH:35]=[CH:34][S:33][CH:32]=2)[CH:9]2[CH2:14][CH2:13][N:12]([C@H:15]([CH3:29])[CH2:16][CH2:17][NH:18][C:19]([C:21]3[C:22]([CH3:28])=[N:23][CH:24]=[N:25][C:26]=3[CH3:27])=[O:20])[CH2:11][CH2:10]2)=[CH:4][CH:3]=1.Br[CH2:37][C:38]([O:40][CH3:41])=[O:39].C([O-])([O-])=O.[K+].[K+]>CN(C=O)C>[CH3:41][O:40][C:38](=[O:39])[CH2:37][O:1][C:2]1[CH:3]=[CH:4][C:5]([N:8]([CH:9]2[CH2:10][CH2:11][N:12]([C@H:15]([CH3:29])[CH2:16][CH2:17][NH:18][C:19]([C:21]3[C:26]([CH3:27])=[N:25][CH:24]=[N:23][C:22]=3[CH3:28])=[O:20])[CH2:13][CH2:14]2)[CH2:30][C:31]2[CH:35]=[CH:34][S:33][CH:32]=2)=[CH:6][CH:7]=1 |f:2.3.4|. Reported procedure: A mixture of COMPOUND 296 (290 mg, 0.59 mmol), methyl bromoacetate (141 mg, 0.92 mmol) and K2CO3 (123 mg, 0.89 mmol) in DMF (5.8 mL) was heated at 80° C. overnight to afford {4-[(1-{(R)-3-[(4,6-dimethyl-pyrimidine-5-carbonyl)-amino]-1-methyl-propyl}-piperidin-4-yl)-thiophen-3-ylmethyl-amino]-phenoxy}-acetic acid methyl ester as a brown oil (145 mg, 42%) following work-up and purification. Reactants: COC(=O)C=1C=CC(=NC1)N(C(=O)OC(C)(C)C)CC1=C(C=CC(=C1)[N+](=O)[O-])OCC1=CC=CC=C1 (methyl-2-[N-(2-benzyloxy-5-nitrobenzyl)-N-t-butoxycarbonylamino]pyridine-5-carboxylate), C(=O)O (formic acid). Solvent: C(C)OCC (diethylether). Yields the product COC(=O)C=1C=CC(=NC1)NCC1=C(C=CC(=C1)[N+](=O)[O-])OCC1=CC=CC=C1 (methyl-2-[N-(2-benzyloxy-5-nitrobenzyl)-amino]pyridine-5-carboxylate). RXN SMILES: [CH3:1][O:2][C:3]([C:5]1[CH:6]=[CH:7][C:8]([N:11]([CH2:19][C:20]2[CH:25]=[C:24]([N+:26]([O-:28])=[O:27])[CH:23]=[CH:22][C:21]=2[O:29][CH2:30][C:31]2[CH:36]=[CH:35][CH:34]=[CH:33][CH:32]=2)C(OC(C)(C)C)=O)=[N:9][CH:10]=1)=[O:4].C(O)=O>C(OCC)C>[CH3:1][O:2][C:3]([C:5]1[CH:6]=[CH:7][C:8]([NH:11][CH2:19][C:20]2[CH:25]=[C:24]([N+:26]([O-:28])=[O:27])[CH:23]=[CH:22][C:21]=2[O:29][CH2:30][C:31]2[CH:36]=[CH:35][CH:34]=[CH:33][CH:32]=2)=[N:9][CH:10]=1)=[O:4]. Reported procedure: A mixture of methyl-2-[N-(2-benzyloxy-5-nitrobenzyl)-N-t-butoxycarbonylamino]pyridine-5-carboxylate (5.2 g) and formic acid (20 ml) was heated on a steam bath to give a clear solution. The mixture was evaporated to dryness and the residue obtained was dissolved in diethylether (100 ml) and washed with saturated sodium bicarbonate. The organic layer was dried and evaporated to give methyl-2-[N-(2-benzyloxy-5-nitrobenzyl)-amino]pyridine-5-carboxylate, yield 3.3 g. This same procedure was used to p...